From a dataset of the Open Reaction Database (ORD), a public repository of structured organic reaction records. describe an organic reaction: reactants, conditions, products, and yield Reactants: [H-].[Na+] (sodium hydride), CN(C=O)C (dimethylformamide), ClC1=C(C=O)C=CC=C1 (o-chlorobenzaldehyde), C(C)OP(=O)(OCC)C/C=C/C(=O)OC (methyl 4-diethylphosphonocrotonate). Solvent: O1CCCC1 (tetrahydrofuran), O (water). Run at time 2 hour. Yields the product ClC1=C(C=CC=C1)/C=C/C=C/C(=O)OC (methyl (2E, 4E)-5-(2-chlorophenyl)-2,4-pentadienoate). Isolated yield 82.1%. As a reaction SMILES: [Cl:1][C:2]1[CH:9]=[CH:8][CH:7]=[CH:6][C:3]=1[CH:4]=O.C(OP([CH2:18]/[CH:19]=[CH:20]/[C:21]([O:23][CH3:24])=[O:22])(OCC)=O)C.[H-].[Na+].CN(C)C=O>O1CCCC1.O>[Cl:1][C:2]1[CH:9]=[CH:8][CH:7]=[CH:6][C:3]=1/[CH:4]=[CH:18]/[CH:19]=[CH:20]/[C:21]([O:23][CH3:24])=[O:22] |f:2.3|. Procedure: To a solution of 500 mg of o-chlorobenzaldehyde and 840 mg of methyl 4-diethylphosphonocrotonate dissolved in 5 ml of tetrahydrofuran, 142 mg of sodium hydride (60% oily dispersion) was added under ice-cooling. Imeediately, 2 ml of dimethylformamide was added and the mixture was stirred at room temperature for 2 hours. The mixture was poured into water and extracted twice with ether. The organic layer was washed twice with water, dried and the solvent was removed by distillation. The residue was... The reactants are ClC1=CC=C(C=N1)C1(CCCCC1)C#N (1-(6-chloropyridin-3-yl)cyclohexanecarbonitrile), Cl (HCl). Run in C1CCOC1 (THF), C1CCOC1 (THF). The product is ClC1=CC=C(C=N1)C1(CCCCC1)CN ((1-(6-chloropyridin-3-yl)cyclohexyl)methanamine). As a reaction SMILES: [Cl:1][C:2]1[N:7]=[CH:6][C:5]([C:8]2([C:14]#[N:15])[CH2:13][CH2:12][CH2:11][CH2:10][CH2:9]2)=[CH:4][CH:3]=1.Cl>C1COCC1>[Cl:1][C:2]1[N:7]=[CH:6][C:5]([C:8]2([CH2:14][NH2:15])[CH2:13][CH2:12][CH2:11][CH2:10][CH2:9]2)=[CH:4][CH:3]=1. Procedure: A soln. of 1-(6-chloropyridin-3-yl)cyclohexanecarbonitrile (20.1 mmol) in THF (88 mL) was added dropwised to a solution BH3 in THF (60.2 mmol, 1 M). After heating to reflux for 1 h, the reaction mixture was cooled in an ice bath before aq. 2 M HCl (120 mL) was slowly added. The mixture was then heated to reflux for another 20 min. After cooling to RT, the mixture was washed with DCM, then, it was basified with aq. 1 M NaOH and extracted with DCM. The comb. org. layers were dried over MgSO4 and c... Starting materials: [BH4-], CO, CCOC(=O)C1CCC(=O)C(CC)C1C, CC(=O)O, [Na+]. Yields the product CCOC(=O)C1CCC(O)C(CC)C1C. RXN SMILES: [BH4-:18].[CH3:16][OH:17].[CH3:1][CH:2]1[CH:3]([C:11](=[O:12])[O:13][CH2:14][CH3:15])[CH2:4][CH2:5][C:6](=[O:10])[CH:7]1[CH2:8][CH3:9].[CH3:20][C:21](=[O:22])[OH:23].[Na+:19]>>[CH3:1][CH:2]1[CH:3]([C:11](=[O:12])[O:13][CH2:14][CH3:15])[CH2:4][CH2:5][CH:6]([OH:10])[CH:7]1[CH2:8][CH3:9].